Dataset: the Open Reaction Database (ORD), a public repository of structured organic reaction records. Task: describe an organic reaction: reactants, conditions, products, and yield Reactants: C1CCNC1, CN(C)C=O, CN1Cc2c(-c3noc(CCl)n3)ncn2-c2ccc(F)cc2C1=O. Yields the product CN1Cc2c(-c3noc(CN4CCCC4)n3)ncn2-c2ccc(F)cc2C1=O. RXN SMILES: [CH2:25]1[CH2:26][CH2:27][NH:28][CH2:29]1.[CH3:30][N:31]([CH3:32])[CH:33]=[O:34].[Cl:1][CH2:2][c:3]1[n:4][c:5](-[c:8]2[n:9][cH:10][n:11]3[c:12]2[CH2:13][N:14]([CH3:24])[C:15](=[O:23])[c:16]2[c:17]-3[cH:18][cH:19][c:20]([F:22])[cH:21]2)[n:6][o:7]1>>[CH2:2]([c:3]1[n:4][c:5](-[c:8]2[n:9][cH:10][n:11]3[c:12]2[CH2:13][N:14]([CH3:24])[C:15](=[O:23])[c:16]2[c:17]-3[cH:18][cH:19][c:20]([F:22])[cH:21]2)[n:6][o:7]1)[N:28]1[CH2:27][CH2:26][CH2:25][CH2:29]1.